Dataset: the Open Reaction Database (ORD), a public repository of structured organic reaction records. Task: describe an organic reaction: reactants, conditions, products, and yield The reactants are CC(=O)[O-], CC(=O)[O-], CC(=O)[O-], CC(=O)[O-], CC(=O)O, O=Cc1cccnc1, [Co+2], [Mn+2], O=C1c2ccccc2C(=O)N1O. The product is O=C(O)c1cccnc1. RXN SMILES: [C:25]([O-:26])(=[O:27])[CH3:28].[C:30]([O-:31])(=[O:32])[CH3:33].[C:34]([O-:35])(=[O:36])[CH3:37].[C:39]([O-:40])(=[O:41])[CH3:42].[CH3:21][C:22](=[O:23])[OH:24].[CH:13]([c:14]1[cH:15][n:16][cH:17][cH:18][cH:19]1)=[O:20].[Co+2:29].[Mn+2:38].[OH:1][N:2]1[C:3](=[O:4])[c:5]2[cH:6][cH:7][cH:8][cH:9][c:10]2[C:11]1=[O:12]>>[O:1]=[C:13]([c:14]1[cH:15][n:16][cH:17][cH:18][cH:19]1)[OH:20]. The reactants are O=C[C@H](O)[C@@H](O)[C@H](O)[C@H](O)CO (D-glucose), NCCN1CCOCC1 (N-(β-aminoethyl)-morpholine). Yields the product O1CCN(CC1)CCNC[C@H](O)[C@@H](O)[C@H](O)[C@H](O)CO (N-(β-morpholino-ethyl)-glucamine). Reaction SMILES: O=[CH:2][C@@H:3]([C@H:5]([C@@H:7]([C@@H:9]([CH2:11][OH:12])[OH:10])[OH:8])[OH:6])[OH:4].[NH2:13][CH2:14][CH2:15][N:16]1[CH2:21][CH2:20][O:19][CH2:18][CH2:17]1>>[O:19]1[CH2:20][CH2:21][N:16]([CH2:15][CH2:14][NH:13][CH2:2][C@@H:3]([C@H:5]([C@@H:7]([C@@H:9]([CH2:11][OH:12])[OH:10])[OH:8])[OH:6])[OH:4])[CH2:17][CH2:18]1. Procedure details: The product was made from D-glucose and N-(β-aminoethyl)-morpholine comparable as in Example A. A resin-like, colorless product was obtained. Reactants: C(C)(C)(C)[Si](C1=CC=CC=C1)(C1=CC=CC=C1)Cl (tert-butyl(chloro)diphenylsilane), O (Water), CC1=C(C(=CC(=C1)[N+](=O)[O-])C)N1C(C(=CC=C1)CCO)=O (1-(2,6-Dimethyl-4-nitrophenyl)-3-(2-hydroxyethyl)pyridin-2(1H)-one), N1C=NC=C1 (imidazole). The solvent is CN(C=O)C (N,N-dimethylformamide), C(C)(=O)OCC (ethyl acetate), CN(C=O)C (N,N-dimethylformamide). Run at time 3 hour. The product is [Si](C1=CC=CC=C1)(C1=CC=CC=C1)(C(C)(C)C)OCCC=1C(N(C=CC1)C1=C(C=C(C=C1C)[N+](=O)[O-])C)=O (3-(2-{[tert-Butyl(diphenyl)silyl]oxy}ethyl)-1-(2,6-dimethyl-4-nitrophenyl)pyridin-2(1H)-one). Reaction SMILES: [CH3:1][C:2]1[CH:7]=[C:6]([N+:8]([O-:10])=[O:9])[CH:5]=[C:4]([CH3:11])[C:3]=1[N:12]1[CH:17]=[CH:16][CH:15]=[C:14]([CH2:18][CH2:19][OH:20])[C:13]1=[O:21].N1C=CN=C1.[C:27]([Si:31](Cl)([C:38]1[CH:43]=[CH:42][CH:41]=[CH:40][CH:39]=1)[C:32]1[CH:37]=[CH:36][CH:35]=[CH:34][CH:33]=1)([CH3:30])([CH3:29])[CH3:28].O>CN(C)C=O.C(OCC)(=O)C>[Si:31]([O:20][CH2:19][CH2:18][C:14]1[C:13](=[O:21])[N:12]([C:3]2[C:2]([CH3:1])=[CH:7][C:6]([N+:8]([O-:10])=[O:9])=[CH:5][C:4]=2[CH3:11])[CH:17]=[CH:16][CH:15]=1)([C:27]([CH3:30])([CH3:29])[CH3:28])([C:38]1[CH:39]=[CH:40][CH:41]=[CH:42][CH:43]=1)[C:32]1[CH:37]=[CH:36][CH:35]=[CH:34][CH:33]=1. Reported procedure: 100 g (346 mmol) of the compound from Example 61A (alternative synthesis) and 30.7 g (450 mmol) of imidazole are dissolved in 1 l of anhydrous N,N-dimethylformamide. A solution of 117 g (416 mmol) of tert-butyl(chloro)diphenylsilane in 150 ml of N,N-dimethylformamide is added dropwise, and the mixture is stirred at RT for 3 h. Water and ethyl acetate are then added, the phases are separated and the organic phase is washed with water, dried over sodium sulphate, filtered and evaporated under redu... Reactants: C(C)OC(=O)C1=C(C2=C(N=C(N=C2)C2=CC=CC=C2)N(C1=O)CC=C)Cl (8-allyl-5-chloro-7,8-dihydro-7-oxo-2-phenylpyrido[2,3-d]pyrimidine-6-carboxylic acid ethyl ester), COCCN (2-methoxyethylamine), C(=O)([O-])[O-].[Na+].[Na+] (Na2CO3). Run in C(C)O (ethanol). Product: C(C)OC(=O)C1=C(C2=C(N=C(N=C2)C2=CC=CC=C2)N(C1=O)CC=C)NCCOC (8-allyl-7,8-dihydro-5-(2-methoxyethylamino)-7-oxo-2-phenylpyrido-[2,3-d]pyrimidine-6-carboxylic acid ethyl ester). RXN SMILES: [CH2:1]([O:3][C:4]([C:6]1[C:21](=[O:22])[N:20]([CH2:23][CH:24]=[CH2:25])[C:9]2[N:10]=[C:11]([C:14]3[CH:19]=[CH:18][CH:17]=[CH:16][CH:15]=3)[N:12]=[CH:13][C:8]=2[C:7]=1Cl)=[O:5])[CH3:2].[CH3:27][O:28][CH2:29][CH2:30][NH2:31].C([O-])([O-])=O.[Na+].[Na+]>C(O)C>[CH2:1]([O:3][C:4]([C:6]1[C:21](=[O:22])[N:20]([CH2:23][CH:24]=[CH2:25])[C:9]2[N:10]=[C:11]([C:14]3[CH:19]=[CH:18][CH:17]=[CH:16][CH:15]=3)[N:12]=[CH:13][C:8]=2[C:7]=1[NH:31][CH2:30][CH2:29][O:28][CH3:27])=[O:5])[CH3:2] |f:2.3.4|. Procedure details: To 0.9 g. (0.0024 mole) of 8-allyl-5-chloro-7,8-dihydro-7-oxo-2-phenylpyrido[2,3-d]pyrimidine-6-carboxylic acid ethyl ester in 30 ml. of ethanol was added 0.17 g. (0.0024 mole) of 2-methoxyethylamine and 0.25 g. (0.0024 mole) of Na2CO3. This mixture was heated at reflux for 4 hours, then filtered and the filtrate chilled. Yellow crystals formed and were collected on a filter. Recrystallization from ethanol gave 0.5 g. of product--m.p. 155°-158° C. Starting materials: CC(=O)O, [K+], [K+], O=C([O-])N=NC(=O)[O-], c1ccncc1, OCC#Cc1nccs1. Product: OCCCc1nccs1. Reaction SMILES: [CH3:1][C:2](=[O:3])[OH:4].[K+:22].[K+:23].[N:14]([C:15]([O-:16])=[O:17])=[N:18][C:19]([O-:20])=[O:21].[cH:24]1[cH:25][cH:26][n:27][cH:28][cH:29]1.[s:5]1[c:6]([C:10]#[C:11][CH2:12][OH:13])[n:7][cH:8][cH:9]1>>[s:5]1[c:6]([CH2:10][CH2:11][CH2:12][OH:13])[n:7][cH:8][cH:9]1. Starting materials: [Cl-], Cn1nc(Cl)c(C(=O)O)c1Cl, Cl, Cl, [K+], C1CCOC1, [OH-], O, NO. Product: Cn1nc(Cl)c(C(=O)NO)c1Cl. Reaction SMILES: [Cl-:6].[Cl:7][c:8]1[n:9][n:10]([CH3:17])[c:11]([Cl:16])[c:12]1[C:13](=[O:14])[OH:15].[ClH:18].[ClH:1].[K+:5].[O:20]1[CH2:21][CH2:22][CH2:23][CH2:24]1.[OH-:4].[OH2:19].[OH:2][NH2:3]>>[OH:2][NH:3][C:13]([c:12]1[c:8]([Cl:7])[n:9][n:10]([CH3:17])[c:11]1[Cl:16])=[O:14]. The reactants are COC(=O)COc1c(C(=O)Cl)sc(Br)c1Br, C1CSCCN1. Yields the product COC(=O)COc1c(C(=O)N2CCSCC2)sc(Br)c1Br. RXN SMILES: [CH3:1][O:2][C:3]([CH2:4][O:5][c:6]1[c:7]([C:13](=[O:14])[Cl:15])[s:8][c:9]([Br:12])[c:10]1[Br:11])=[O:16].[S:17]1[CH2:18][CH2:19][NH:20][CH2:21][CH2:22]1>>[CH3:1][O:2][C:3]([CH2:4][O:5][c:6]1[c:7]([C:13](=[O:14])[N:20]2[CH2:19][CH2:18][S:17][CH2:22][CH2:21]2)[s:8][c:9]([Br:12])[c:10]1[Br:11])=[O:16].